From a dataset of the Open Reaction Database (ORD), a public repository of structured organic reaction records. describe an organic reaction: reactants, conditions, products, and yield Procedure: A solution of 2.0 g of 8-chloro-10,11-dihydrodibenz [b,f][1,4]oxazepine, 0.77 g of sodium hydroxide, and 5% palladium on carbon in 50 mL of ethanol (3A) was shaken at 60 psi hydrogen in a Parr hydrogenator at room temperature for 3.67 hours. The catalyst was filtered from the reaction and the solution was evaporated under vacuum. The residue was taken up in chloroform, washed with water and brine, dried over magnesium sulfate, and evaporated under vacuum to yield 1.16 g (68.1%) of 10,11-dihydrod... Solvent: C(C)O (ethanol). Reactants: ClC1=CC2=C(OC3=C(CN2)C=CC=C3)C=C1 (8-chloro-10,11-dihydrodibenz [b,f][1,4]oxazepine), [OH-].[Na+] (sodium hydroxide), [H][H] (hydrogen). Product: C1=CC=CC2=C1CNC1=C(O2)C=CC=C1 (10,11-dihydrodibenz[b,f][1,4]oxazepine). Yield: 68.1%. Reagents/catalysts: [Pd] (palladium on carbon). RXN SMILES: Cl[C:2]1[CH:16]=[CH:15][C:5]2[O:6][C:7]3[CH:14]=[CH:13][CH:12]=[CH:11][C:8]=3[CH2:9][NH:10][C:4]=2[CH:3]=1.[OH-].[Na+].[H][H]>[Pd].C(O)C>[CH:11]1[C:8]2[CH2:9][NH:10][C:4]3[CH:3]=[CH:2][CH:16]=[CH:15][C:5]=3[O:6][C:7]=2[CH:14]=[CH:13][CH:12]=1 |f:1.2|. The reactants are N-aryl-benzenesulfonamides, CC=1OC(=CN1)C1=CC=C(C=C1)S(=O)(=O)Cl (4-(2-methyl-oxazol-5-yl)-benzenesulfonyl chloride), NC1=C(C=C(C=C1)Cl)C(=O)C=1C=NC(=CC1)C ((2-amino-5-chloro-phenyl)-(6-methyl-pyridin-3-yl)-methanone). Yields the product ClC1=CC(=C(C=C1)NS(=O)(=O)C1=CC=C(C=C1)C1=CN=C(O1)C)C(=O)C=1C=NC(=CC1)C (N-[4-cloro-2-(6-methyl-pyridine-3-carbonyl)-phenyl]-4-(2-methyl-oxazol-5-yl)-benzenesulfonamide). As a reaction SMILES: [CH3:1][C:2]1[O:3][C:4]([C:7]2[CH:12]=[CH:11][C:10]([S:13](Cl)(=[O:15])=[O:14])=[CH:9][CH:8]=2)=[CH:5][N:6]=1.[NH2:17][C:18]1[CH:23]=[CH:22][C:21]([Cl:24])=[CH:20][C:19]=1[C:25]([C:27]1[CH:28]=[N:29][C:30]([CH3:33])=[CH:31][CH:32]=1)=[O:26]>>[Cl:24][C:21]1[CH:22]=[CH:23][C:18]([NH:17][S:13]([C:10]2[CH:11]=[CH:12][C:7]([C:4]3[O:3][C:2]([CH3:1])=[N:6][CH:5]=3)=[CH:8][CH:9]=2)(=[O:15])=[O:14])=[C:19]([C:25]([C:27]2[CH:28]=[N:29][C:30]([CH3:33])=[CH:31][CH:32]=2)=[O:26])[CH:20]=1. Procedure details: The title compound was prepared according to the general procedure for the preparation of N-aryl-benzenesulfonamides using 4-(2-methyl-oxazol-5-yl)-benzenesulfonyl chloride and (2-amino-5-chloro-phenyl)-(6-methyl-pyridin-3-yl)-methanone and purified by HPLC. MS: m/z 468.0 (M++1).